From a dataset of the Open Reaction Database (ORD), a public repository of structured organic reaction records. describe an organic reaction: reactants, conditions, products, and yield The reactants are OS(=O)(=O)O (H2SO4), C1(CCC2=CC=CC=C12)=O (1-indanone), [OH-].[Na+] (NaOH), I(=O)(=O)(=O)[O-].[Na+] (sodium periodate), C(C(O)C(O)C(=O)O)(=O)O (tartaric acid), Cl (HCl). The solvent is O (H2O), O (H2O), C(C)O (ethanol). Conditions: temperature 0 celsius, time 15 minute. Product: O=C1C(CC2=CC=CC=C12)=CC(=O)O ((2,3,-Dihydro-1-oxo-1H-indenylidene)acetic acid). Isolated yield 46.1%. Reaction SMILES: OS(O)(=O)=O.I([O-])(=O)(=O)=O.[Na+].[C:12]([OH:21])(=[O:20])[CH:13]([CH:15]([C:17]([OH:19])=O)O)O.C1(=O)[C:30]2[C:25](=[CH:26][CH:27]=[CH:28][CH:29]=2)[CH2:24]C1.[OH-].[Na+].Cl>O.C(O)C>[O:19]=[C:17]1[C:30]2[C:25](=[CH:26][CH:27]=[CH:28][CH:29]=2)[CH2:24][C:15]1=[CH:13][C:12]([OH:21])=[O:20] |f:1.2,5.6|. Procedure: To a solution of 1.3 mL of H2SO4 dissolved in 75 mL H2O was added 11.3 g (0.053 mol) of sodium periodate. The reaction mixture was cooled to 0° C. and 8.0 g (0.053 mol) of tartaric acid was added all at once and stirred for 15 min. at room temperature. 5.0 g (0.038 mol) of 1-indanone was added all at once followed by the dropwise addition of 19.0 g (0.24 mol) of 50% NaOH dissolved in 40 mL of H2O. A white precipitate was formed and 75 mL of ethanol was added. The reaction mixture was stirred at ... Product: CCC(=O)C1=CC(=C(C=C1OC)OC)OC (isoacoramone). The reactants are 1-(2,4,5-trimethoxy)phenyl-1-propanone, C\C=C\C1=C(OC)C=C(OC)C(OC)=C1 (α-asarone), phenylpropanoid, C\C=C\C1=C(OC)C=C(OC)C(OC)=C1 (α-asarone), 1-(2,4,5-trimethoxy)phenyl-1-propanone, COC1=C(C=C(C(=C1)OC)OC)CCC (2,4,5-trimethoxyphenylpropane), C(#N)C1=C(C(=O)C(=C(C1=O)Cl)Cl)C#N (DDQ), [BH4-].[Na+] (sodium borohydride), COC1=C(C=C(C(=C1)OC)OC)C(CC)O (2,4,5-trimethoxyphenyl-1-hydroxypropane), solid. Reported procedure: In order to further increase the yield of α-asarone, an alternative route appears to prepare intermediate 1-(2,4,5-trimethoxy)phenyl-1-propanone (isoacroramone) by treating 2,4,5-trimethoxyphenylpropane with DDQ in aqueous organic solvent which upon treatment with sodium borohydride into 1-(2,4,5-trimethoxyphenyl-1-hydroxypropane followed by acidic dehydration towards formation of α-asarone. The structure of 1-(2,4,5-trimethoxy)phenyl-1-propanone, a crystalline solid (mp 109-110° C.), was confir... As a reaction SMILES: C/C=C/C1C=C(OC)C(OC)=CC=1OC.COC1C=C(OC)C(OC)=CC=1CCC.C(C1C(=O)C(Cl)=C(Cl)C(=O)C=1C#N)#N.[BH4-].[Na+].[CH3:47][O:48][C:49]1[CH:54]=[C:53]([O:55][CH3:56])[C:52]([O:57][CH3:58])=[CH:51][C:50]=1[CH:59]([OH:62])[CH2:60][CH3:61]>>[CH3:61][CH2:60][C:59]([C:50]1[C:49]([O:48][CH3:47])=[CH:54][C:53]([O:55][CH3:56])=[C:52]([O:57][CH3:58])[CH:51]=1)=[O:62] |f:3.4|. Reactants: C(C)OC(C(C)OC1=C(C(=C(C=C1)C(C)=O)O)CCC)=O (racemic-(4-acetyl-3-hydroxy-2-propylphenoxy)-alphamethylacetic acid ethyl ester), BrCCCBr (1,3-dibromopropane), C([O-])([O-])=O.[K+].[K+] (potassium carbonate), CC(=O)C (acetone). The product is C(C)OC(CCOC1=C(C(=C(C=C1)C(C)=O)OCCCBr)CCC)=O (racemic-[4-acetyl-3-(3-bromopropoxy)-2-propylphenoxy]methylacetic acid ethyl ester). Reaction SMILES: C(OC(=O)[CH:5]([O:7][C:8]1[CH:13]=[CH:12][C:11]([C:14](=[O:16])[CH3:15])=[C:10]([OH:17])[C:9]=1[CH2:18][CH2:19][CH3:20])[CH3:6])C.[Br:22][CH2:23][CH2:24][CH2:25]Br.[C:27](=[O:30])([O-])[O-:28].[K+].[K+].[CH3:33][C:34](C)=O>>[CH2:33]([O:28][C:27](=[O:30])[CH2:6][CH2:5][O:7][C:8]1[CH:13]=[CH:12][C:11]([C:14](=[O:16])[CH3:15])=[C:10]([O:17][CH2:25][CH2:24][CH2:23][Br:22])[C:9]=1[CH2:18][CH2:19][CH3:20])[CH3:34] |f:2.3.4|. Reported procedure: A mixture of 6.4 g of racemic-(4-acetyl-3-hydroxy-2-propylphenoxy)-alphamethylacetic acid ethyl ester, 22 ml of 1,3-dibromopropane and 4.5 g of anhydrous potassium carbonate in 175 ml of anhydrous acetone was stirred at reflux for 52 hours. The reaction mixture was filtered and the filtrate was concentrated in vacuo to 9.0 g of racemic-[4-acetyl-3-(3-bromopropoxy)-2-propylphenoxy]methylacetic acid as a yellow oil. Starting materials: COc1ccccc1, CCC=C(C(=O)OC(C)(C)C)c1cccs1. Yields the product CCC=C(C(=O)O)c1cccs1. Reaction SMILES: [CH3:17][O:18][c:19]1[cH:20][cH:21][cH:22][cH:23][cH:24]1.[s:1]1[c:2]([C:6]([C:7](=[O:8])[O:9][C:10]([CH3:11])([CH3:12])[CH3:13])=[CH:14][CH2:15][CH3:16])[cH:3][cH:4][cH:5]1>>[s:1]1[c:2]([C:6]([C:7](=[O:8])[OH:9])=[CH:14][CH2:15][CH3:16])[cH:3][cH:4][cH:5]1. As a reaction SMILES: [CH2:1]([O:3][PH:4]([CH2:6][CH2:7][CH2:8][CH3:9])=[O:5])[CH3:2].[C:10](#[N:13])[CH:11]=[CH2:12].[Na].C(O)(=O)C>C(O)C>[CH2:1]([O:3][P:4]([CH2:12][CH2:11][C:10]#[N:13])([CH2:6][CH2:7][CH2:8][CH3:9])=[O:5])[CH3:2] |^1:13|. Yields the product C(C)OP(=O)(CCCC)CCC#N (2-cyanoethyl(n-butyl)phosphinic acid ethyl ester). Starting materials: [Na] (sodium), C(C)(=O)O (acetic acid), C(C)OP(=O)CCCC (n-butylphosphinic acid ethyl ester), C(C=C)#N (acrylonitrile). Solvent: C(C)O (ethanol), C(C)O (ethanol). Reported procedure: 15.0 g of n-butylphosphinic acid ethyl ester and 5.3 g of acrylonitrile are dissolved under argon in 25 ml of ethanol. The solution is cooled to 10°, and a solution of 1.15 g of sodium in 50 ml of ethanol is added dropwise, whereupon the exothermic reaction takes place. The mixture is then heated under reflux for one hour and cooled to room temperature, and 3.3 g of glacial acetic acid are added. The solvent is removed and the residue is taken up in dichloromethane. The resulting solution is was... Starting materials: BrCc1ccccc1, C1CCOC1, CC(C)(C)[O-], Cl, [K+], O=C1Nc2ccccc2C1=O, CN(C)C=O. Yields the product O=C1C(=O)N(Cc2ccccc2)c2ccccc21. Reaction SMILES: [Br:23][CH2:24][c:25]1[cH:26][cH:27][cH:28][cH:29][cH:30]1.[CH2:18]1[O:19][CH2:20][CH2:21][CH2:22]1.[CH3:12][C:13]([CH3:14])([O-:15])[CH3:16].[ClH:31].[K+:17].[O:1]=[C:2]1[NH:3][c:4]2[cH:5][cH:6][cH:7][cH:8][c:9]2[C:10]1=[O:11].[O:32]=[CH:33][N:34]([CH3:35])[CH3:36]>>[O:1]=[C:2]1[N:3]([CH2:24][c:25]2[cH:26][cH:27][cH:28][cH:29][cH:30]2)[c:4]2[cH:5][cH:6][cH:7][cH:8][c:9]2[C:10]1=[O:11]. Reactants: Cl.Cl.N1[C@H](CCC1)COC=1C(=NC=CC1)C(=O)N ((R)-3-(pyrrolidin-2-ylmethoxy)picolinamide dihydrochloride), FC(C=1C=C(C(=O)O)C=CC1)(F)F (3-(trifluoromethyl)benzoic acid), COC=1C=C(C(=NC1)C(=O)O)OC[C@@H]1N(CCC1)C(=O)[C@@H]1CC[C@H](CC1)C(F)(F)F (5-methoxy-3-(((R)-1-(trans-4-(trifluoromethyl)cyclohexanecarbonyl)pyrrolidin-2-yl)methoxy)picolinic acid). Yields the product FC(C=1C=C(C(=O)N2[C@H](CCC2)COC=2C(=NC=CC2)C(=O)N)C=CC1)(F)F ((R)-3-((1-(3-(trifluoromethyl)benzoyl)pyrrolidin-2-yl)methoxy)picolinamide). RXN SMILES: Cl.Cl.[NH:3]1[CH2:7][CH2:6][CH2:5][C@@H:4]1[CH2:8][O:9][C:10]1[C:11]([C:16]([NH2:18])=[O:17])=[N:12][CH:13]=[CH:14][CH:15]=1.[F:19][C:20]([F:31])([F:30])[C:21]1[CH:22]=[C:23]([CH:27]=[CH:28][CH:29]=1)[C:24](O)=[O:25].COC1C=C(OC[C@H]2CCCN2C([C@H]2CC[C@H](C(F)(F)F)CC2)=O)C(C(O)=O)=NC=1>>[F:19][C:20]([F:30])([F:31])[C:21]1[CH:22]=[C:23]([CH:27]=[CH:28][CH:29]=1)[C:24]([N:3]1[CH2:7][CH2:6][CH2:5][C@@H:4]1[CH2:8][O:9][C:10]1[C:11]([C:16]([NH2:18])=[O:17])=[N:12][CH:13]=[CH:14][CH:15]=1)=[O:25] |f:0.1.2|. Procedure: The title compound was prepared according to the procedure described in Step 5 of EXAMPLE 31 using (R)-3-(pyrrolidin-2-ylmethoxy)picolinamide dihydrochloride (EXAMPLE 1 Step 3) and 3-(trifluoromethyl)benzoic acid instead of ammonium chloride and 5-methoxy-3-(((R)-1-(trans-4-(trifluoromethyl)cyclohexanecarbonyl)pyrrolidin-2-yl)methoxy)picolinic acid.